The task is: describe an organic reaction: reactants, conditions, products, and yield. This data is from the Open Reaction Database (ORD), a public repository of structured organic reaction records. Starting materials: CC1=NN=C2N1C1=C(C=C2)NC(=C1)C (1,7-dimethyl-6H-pyrrolo[2,3-e][1,2,4]triazolo[4,3-a]pyridine), [H-].[Na+] (sodium hydride), BrCC1=C(C=CC=C1)F (1-(bromomethyl)-2-fluorobenzene). Run in CN(C)C=O (DMF). Run at time 10 minute. The product is FC1=C(CN2C(=CC3=C2C=CC=2N3C(=NN2)C)C)C=CC=C1 (6-(2-fluorobenzyl)-1,7-dimethyl-6H-pyrrolo[2,3-e][1,2,4]-triazolo[4,3-a]pyridine). As a reaction SMILES: [CH3:1][C:2]1[N:6]2[C:7]3[CH:13]=[C:12]([CH3:14])[NH:11][C:8]=3[CH:9]=[CH:10][C:5]2=[N:4][N:3]=1.[H-].[Na+].Br[CH2:18][C:19]1[CH:24]=[CH:23][CH:22]=[CH:21][C:20]=1[F:25]>CN(C=O)C>[F:25][C:20]1[CH:21]=[CH:22][CH:23]=[CH:24][C:19]=1[CH2:18][N:11]1[C:8]2[CH:9]=[CH:10][C:5]3[N:6]([C:2]([CH3:1])=[N:3][N:4]=3)[C:7]=2[CH:13]=[C:12]1[CH3:14] |f:1.2|. Procedure details: To a solution of 1,7-dimethyl-6H-pyrrolo[2,3-e][1,2,4]triazolo[4,3-a]pyridine (10.0 mg, 0.0537 mmol, from Example 2, Step 5) in DMF (1.5 mL) was added sodium hydride (0.0065 g, 0.16 mmol, 60% in mineral oil). After stirring for 10 minutes, 1-(bromomethyl)-2-fluorobenzene (0.010 g, 0.054 mmol, Aldrich) was added. After stirring for 45 minutes, the reaction was quenched with water, diluted with MeCN and filtered, then was purified by preparative HPLC-MS (Waters XBridge C18, eluting with a gradient... RXN SMILES: [Br:1][C:2]1[CH:3]=[CH:4][C:5]([Cl:16])=[C:6]([CH:15]=1)[CH2:7][C:8]1[CH:13]=[CH:12][C:11]([OH:14])=[CH:10][CH:9]=1.C(=O)([O-])[O-].[Cs+].[Cs+].I[CH:24]1[CH2:28][CH2:27][CH2:26][CH2:25]1>C(O)C>[Br:1][C:2]1[CH:3]=[CH:4][C:5]([Cl:16])=[C:6]([CH2:7][C:8]2[CH:13]=[CH:12][C:11]([O:14][CH:24]3[CH2:28][CH2:27][CH2:26][CH2:25]3)=[CH:10][CH:9]=2)[CH:15]=1 |f:1.2.3|. The product is BrC1=CC(=C(C=C1)Cl)CC1=CC=C(C=C1)OC1CCCC1 (4-Bromo-1-chloro-2-(4-cyclopentyloxy-benzyl)-benzene). Reaction conditions: temperature 60 celsius. Run in C(C)O (ethanol). Starting materials: BrC=1C=CC(=C(CC2=CC=C(C=C2)O)C1)Cl (4-(5-bromo-2-chloro-benzyl)-phenol), C([O-])([O-])=O.[Cs+].[Cs+] (cesium carbonate), IC1CCCC1 (iodocyclopentane). Reported procedure: To a mixture of 40.0 g 4-(5-bromo-2-chloro-benzyl)-phenol and 71.0 g cesium carbonate in 300 mL ethanol are added 23 mL iodocyclopentane. The mixture is stirred at 60° C. over night and then cooled to ambient temperature. The ethanol is evaporated, and water is added to the residue. The resulting mixture is extracted with ethyl acetate, the combined extracts are dried over sodium sulfate, and the solvent is removed. The residue is filtered through silica gel (cyclohexane/ethyl acetate 100:1→10:1... Starting materials: [S-]C#N.[NH4+] (ammonium thiocyanate), BrC#CC(=O)OC (methyl 3-bromopropiolate). Solvent: S(O)(O)(=O)=O (sulfuric acid). Conditions: time 5 minute. The product is BrC(=CC(=O)OC)SC#N (Methyl 3-Bromo-3-Thiocyanoacrylate). RXN SMILES: [S-:1][C:2]#[N:3].[NH4+].[Br:5][C:6]#[C:7][C:8]([O:10][CH3:11])=[O:9]>S(=O)(=O)(O)O>[Br:5][C:6]([S:1][C:2]#[N:3])=[CH:7][C:8]([O:10][CH3:11])=[O:9] |f:0.1|. Reported procedure: To a stirred solution of ammonium thiocyanate (3.06 g., 0.04 mole) in 2M aqueous sulfuric acid (20 ml) at 0° C., methyl 3-bromopropiolate (3.26 g., 0.02 mole) was added dropwise, neat, over 5 minutes. After keeping the temperature at 0° C. for 1 hour, the mixture, consisting of a solid precipitate in the aqueous solution, was extracted with ether which was washed with water, dried (MgSO4), and concentrated. The residual solid was suspended in hexane and removed by filtration, yielding 2.4 g. of ...